From a dataset of the Open Reaction Database (ORD), a public repository of structured organic reaction records. describe an organic reaction: reactants, conditions, products, and yield Reactants: OBO, Cc1nc(C#Cc2ccnc(Cl)c2)c[nH]1, Fc1ccccc1F. Yields the product Cc1nc(C#Cc2ccnc(Cl)c2)cn1-c1ccc(F)c(F)c1. Reaction SMILES: [BH:16]([OH:17])[OH:18].[Cl:1][c:2]1[n:3][cH:4][cH:5][c:6]([C:8]#[C:9][c:10]2[n:11][c:12]([CH3:15])[nH:13][cH:14]2)[cH:7]1.[F:19][c:20]1[cH:21][cH:22][cH:23][cH:24][c:25]1[F:26]>>[Cl:1][c:2]1[n:3][cH:4][cH:5][c:6]([C:8]#[C:9][c:10]2[n:11][c:12]([CH3:15])[n:13](-[c:23]3[cH:22][cH:21][c:20]([F:19])[c:25]([F:26])[cH:24]3)[cH:14]2)[cH:7]1. Starting materials: CC(=O)OCC1=C(N2[C@@H]([C@@H](C2=O)N)SC1)C(=O)O (7-aminocephalosporanic acid), Cl (hydrochloric acid), [OH-].[Na+] (sodium hydroxide), resultant solution. The reagents and catalysts are [Zn] (Zinc). Solvent: O (water). The product is NC1[C@@H]2N(C(C(CS2)=C)C(=O)O)C1=O (7-amino-3-methylenecepham-4-carboxylic acid). The yield is 55.7%. As a reaction SMILES: CC(O[CH2:5][C:6]1[CH2:15][S:14][C@@H:9]2[C@H:10]([NH2:13])[C:11](=[O:12])[N:8]2[C:7]=1[C:16]([OH:18])=[O:17])=O.Cl.[OH-].[Na+]>O.[Zn]>[NH2:13][CH:10]1[C:11](=[O:12])[N:8]2[CH:7]([C:16]([OH:18])=[O:17])[C:6](=[CH2:5])[CH2:15][S:14][C@H:9]12 |f:2.3|. Reported procedure: Zinc powder (40 g) was added to a solution of 7-aminocephalosporanic acid (27.3 g) and conc. hydrochloric acid (70 ml.) in water (200 ml.) for 5° C. and stirred for an hour. The resultant solution was adjusted to pH 4.0 with 4N sodium hydroxide and concentrated to 100 ml. of the volume. After adjusting the solution to pH 4.0, the solution was allowed to stand under cooling overnight. The precipitates were collected by filtration to give 7-amino-3-methylenecepham-4-carboxylic acid (11.96 g.).